Dataset: the Open Reaction Database (ORD), a public repository of structured organic reaction records. Task: describe an organic reaction: reactants, conditions, products, and yield Conditions: temperature 130 celsius. The product is FC=1C=C(C=2C(C3=C(NC2C1)CCCCC3)=O)C(=O)OC (Methyl 3-fluoro-11-oxo-6,7,8,9,10,11-hexahydro-5H-cyclohepta[b]quinoline-1-carboxylate). RXN SMILES: O=[C:2]1[CH2:8][CH2:7][CH2:6][CH2:5][CH2:4][CH:3]1[C:9]([O:11]C)=O.[NH2:13][C:14]1[CH:15]=[C:16]([CH:21]=[C:22]([F:24])[CH:23]=1)[C:17]([O:19][CH3:20])=[O:18].O1CCOCC1>O>[F:24][C:22]1[CH:21]=[C:16]([C:17]([O:19][CH3:20])=[O:18])[C:15]2[C:9](=[O:11])[C:3]3[CH2:4][CH2:5][CH2:6][CH2:7][CH2:8][C:2]=3[NH:13][C:14]=2[CH:23]=1. Reported procedure: A mixture of methyl 2-oxocycloheptanecarboxylate (0.34 g, 2 mmol), methyl 3-amino-5-fluorobenzoate (0.33 g, 2 mmol), polyphosphoric acid (4.0 g) and dioxane (5 mL) was heated at 130° C. for 5 hours. After cooling to room temperature, the solution was diluted with water (100 mL), and NaOAc.3H2O (7.3 g) was added. Then the resulting precipitate was collected by filtration and dried. The solid was suspended in methanol (20 mL) and SOCl2 (10 mL) was added, the mixture was stirred at reflux for 5 hou... The reactants are O=C1C(CCCCC1)C(=O)OC (methyl 2-oxocycloheptanecarboxylate), NC=1C=C(C(=O)OC)C=C(C1)F (methyl 3-amino-5-fluorobenzoate), polyphosphoric acid, O1CCOCC1 (dioxane), NaOAc.3H2O. The solvent is O (water). The yield is 107.2%. The reactants are [Mg] (magnesium), CC(CCC#C)C (5-methyl-1-hexyne), C(C=O)(=O)OCCCC (n-butyl glyoxalate), C(C)Br (ethyl bromide), [Cl-].[NH4+] (ammonium chloride). Run in CCOCC (ether), CCOCC (ether), CCOCC (ether), CCOCC (ether). Reaction conditions: temperature 25 celsius. The product is Grignard reagent, OC(C(=O)OCCCC)C#CCCC(C)C (n-butyl 2-hydroxy-7-methyl-3-octynoate). Isolated yield 45.5%. Reaction SMILES: C(Br)C.[Mg].[CH3:5][CH:6]([CH3:11])[CH2:7][CH2:8][C:9]#[CH:10].[C:12]([O:16][CH2:17][CH2:18][CH2:19][CH3:20])(=[O:15])[CH:13]=[O:14].[Cl-].[NH4+]>CCOCC>[OH:14][CH:13]([C:10]#[C:9][CH2:8][CH2:7][CH:6]([CH3:11])[CH3:5])[C:12]([O:16][CH2:17][CH2:18][CH2:19][CH3:20])=[O:15] |f:4.5|. Procedure details: A Grignard reagent was prepared under dry nitrogen by the addition, over a 1 hour period, of a solution comprising 10.9 grams (g) (0.10 mole) of ethyl bromide is 15 milliliters (ml) of anhydrous ether to a stirred suspension of 2.4 g (0.10 g atom) of clean magnesium metal turnings in 70 ml of dry ether. Stirring at 25° C. was continued for an additional hour and then a solution of 9.6 g (0.10 mole) of 5-methyl-1-hexyne in 15 ml of dry ether was added during 30 minutes with stirring. The resultin... The reactants are [OH-].[Li+] (lithium hydroxide), FC(C(=O)O)(F)F.NC(=O)NC=1C=C(C=CC1)C(=O)NCC(=O)NC(CC(=O)OCC)C=1C=NC=CC1 (ethyl β-[[2-[[[3-(aminocarbonylamino)phenyl]carbonyl]amino]acetyl]amino]pyridine-3-propanoate, trifluoroacetate salt), FC(C(=O)O)(F)F (trifluoroacetic acid). Solvent: O.C(C)#N (water acetonitrile). Run at temperature 25 celsius. The product is FC(C(=O)O)(F)F.NC(=O)NC=1C=C(C=CC1)C(=O)NCC(=O)NC(CC(=O)O)C=1C=NC=CC1 (β-[[2-[[[3-(aminocarbonylamino)phenyl]carbonyl]amino]acetyl]amino]pyridine-3-propanoic acid, trifluoroacetate salt). Isolated yield 737.7%. Reaction SMILES: [F:1][C:2]([F:7])([F:6])[C:3]([OH:5])=[O:4].[NH2:8][C:9]([NH:11][C:12]1[CH:13]=[C:14]([C:18]([NH:20][CH2:21][C:22]([NH:24][CH:25]([C:32]2[CH:33]=[N:34][CH:35]=[CH:36][CH:37]=2)[CH2:26][C:27]([O:29]CC)=[O:28])=[O:23])=[O:19])[CH:15]=[CH:16][CH:17]=1)=[O:10].[OH-].[Li+].FC(F)(F)C(O)=O>O.C(#N)C>[F:1][C:2]([F:7])([F:6])[C:3]([OH:5])=[O:4].[NH2:8][C:9]([NH:11][C:12]1[CH:13]=[C:14]([C:18]([NH:20][CH2:21][C:22]([NH:24][CH:25]([C:32]2[CH:33]=[N:34][CH:35]=[CH:36][CH:37]=2)[CH2:26][C:27]([OH:29])=[O:28])=[O:23])=[O:19])[CH:15]=[CH:16][CH:17]=1)=[O:10] |f:0.1,2.3,5.6,7.8|. Reported procedure: The compound of Example 109 (500 mg, 0.095 mmol) was dissolved in water/acetonitrile (1:1), followed by the addition of lithium hydroxide (100 mg, 0.4 mmol). The reaction mixture was stirred at 25° C., and monitored by HPLC. After complete hydrolysis (1-2 hours) trifluoroacetic acid was added until pH=2. The product was purified by reverse phase chromatography (water/acetonitrile) and lyophilized to result in a white solid (350 mg). MS and 1H-NMR were consistent with the proposed structure.